From a dataset of the Open Reaction Database (ORD), a public repository of structured organic reaction records. describe an organic reaction: reactants, conditions, products, and yield The reactants are S(=O)(Cl)Cl (thionyl chloride), C([O-])([O-])=O.[K+].[K+] (potassium carbonate), N1CCC(C(=O)OCC)CC1 (Ethyl isonipecotate), C1CCC2=NCCCN2CC1 (DBU), C1(=CC=CC=C1)C (toluene), ClCCO (2-Chloroethanol). Run in O (water). Reaction conditions: temperature 100 celsius, time 4.5 hour. Yields the product N12CCC(CC1)(CC2)C(O)(C2=CC=CC=C2)C2=CC=CC=C2 (1-azabicyclo[2.2.2]oct-4-yl(diphenyl)methanol). Yield: 50.0%. Reaction SMILES: [NH:1]1[CH2:11][CH2:10][CH:4]([C:5]([O:7]CC)=O)[CH2:3][CH2:2]1.[CH2:12]1[CH2:22][CH2:21]N2[C:15](=NCCC2)[CH2:14][CH2:13]1.Cl[CH2:24][CH2:25]O.S(Cl)(Cl)=O.C(=O)([O-])[O-].[K+].[K+].[C:37]1(C)[CH:42]=[CH:41][CH:40]=[CH:39][CH:38]=1>O>[N:1]12[CH2:2][CH2:3][C:4]([C:5]([C:12]3[CH:13]=[CH:14][CH:15]=[CH:21][CH:22]=3)([C:37]3[CH:38]=[CH:39][CH:40]=[CH:41][CH:42]=3)[OH:7])([CH2:10][CH2:11]1)[CH2:25][CH2:24]2 |f:4.5.6|. Procedure details: Ethyl isonipecotate (600 g) and DBU (600 ml) were dissolved in toluene (3000 ml) and heated to 100° C. 2-Chloroethanol (330 ml) was added over 2 hours and the mixture stirred at 109° C. for a further 4.5 hours. The temperature was adjusted to 55-65° C. and thionyl chloride (378 ml) added. After stirring for 1 hour the mixture was cooled to 30° C. and water (1800 ml) and 40% w/w aqueous potassium carbonate (3350 g) were added. The layers were separated and the aqueous layer extracted with toluene... Reactants: [C-]#N, CCOC(C)=O, O=Cc1cc(Cl)ccc1F, [K+], [Na+], O, O=S([O-])O. Product: N#CC(O)c1cc(Cl)ccc1F. Reaction SMILES: [C-:11]#[N:12].[CH3:19][CH2:20][O:21][C:22](=[O:23])[CH3:24].[F:1][c:2]1[c:3]([CH:4]=[O:5])[cH:6][c:7]([Cl:10])[cH:8][cH:9]1.[K+:13].[Na+:18].[OH2:25].[S:14](=[O:15])([OH:16])[O-:17]>>[F:1][c:2]1[c:3]([CH:4]([OH:5])[C:11]#[N:12])[cH:6][c:7]([Cl:10])[cH:8][cH:9]1.